Task: describe an organic reaction: reactants, conditions, products, and yield. Dataset: the Open Reaction Database (ORD), a public repository of structured organic reaction records The reactants are OC=C1C(NC2=CC=CC=C12)=O (3-(hydroxymethylene)-1,3-dihydro-2H-indol-2-one), NC1=CC=C(C=C1)S(=O)(=O)NC=1SC(=NN1)C (4-amino-N-(5-methyl[1,3,4]thiadiazol-2-yl)-benzenesulfonamide). Product: CC1=NN=C(S1)NS(=O)(=O)C1=CC=C(C=C1)N\C=C\1/C(NC2=CC=CC=C12)=O (N-(5-methyl-1,3,4-thiadiazol-2-yl)-4-{[(Z)-(2-oxo-1,2-dihydro-3H-indol-3-ylidene)methyl]amino}benzenesulfonamide). Reaction SMILES: O[CH:2]=[C:3]1[C:11]2[C:6](=[CH:7][CH:8]=[CH:9][CH:10]=2)[NH:5][C:4]1=[O:12].[NH2:13][C:14]1[CH:19]=[CH:18][C:17]([S:20]([NH:23][C:24]2[S:25][C:26]([CH3:29])=[N:27][N:28]=2)(=[O:22])=[O:21])=[CH:16][CH:15]=1>>[CH3:29][C:26]1[S:25][C:24]([NH:23][S:20]([C:17]2[CH:18]=[CH:19][C:14]([NH:13]/[CH:2]=[C:3]3\[C:4](=[O:12])[NH:5][C:6]4[C:11]\3=[CH:10][CH:9]=[CH:8][CH:7]=4)=[CH:15][CH:16]=2)(=[O:22])=[O:21])=[N:28][N:27]=1. Procedure: The title compound was prepared analogous to Example 5 from 3-(hydroxymethylene)-1,3-dihydro-2H-indol-2-one and 4-amino-N-(5-methyl[1,3,4]thiadiazol-2-yl)-benzenesulfonamide. 1H NMR (DMSO) 13.90 (bs, 1H); 10.84 (d, 1H); 10.58 (s, 1H); 8.62 (d, 1H); 7.81 (d, 2H); 7.60 (d, 1H); 7.55 (d, 2H); 7.12 (m, 1H); 6.95 (m, 1H); 7.84 (d, 1H); 2.48 (s, 3H). Electrospray MS 414 (MH+).